This data is from the Open Reaction Database (ORD), a public repository of structured organic reaction records. The task is: describe an organic reaction: reactants, conditions, products, and yield Starting materials: [N+](=[N-])=CC([C@H](CCC1=CC=CC=C1)NC(OC(C)(C)C)=O)=O (tert-butyl(S)-3-diazo-2-oxo-1-phenethylpropylcarbamate), Br.C(C)(=O)O (hydrogen bromide acetic acid). Solvent: CCOCC (ether), CCOCC (ether), CCOCC (ether). Run at temperature -10 celsius, time 30 minute. Yields the product BrCC([C@H](CCC1=CC=CC=C1)NC(OC(C)(C)C)=O)=O (tert-butyl (S)-3-bromo-2-oxo-1-phenethylpropylcarbamate). As a reaction SMILES: [N+](=[CH:3][C:4](=[O:22])[C@@H:5]([NH:14][C:15](=[O:21])[O:16][C:17]([CH3:20])([CH3:19])[CH3:18])[CH2:6][CH2:7][C:8]1[CH:13]=[CH:12][CH:11]=[CH:10][CH:9]=1)=[N-].[BrH:23].C(O)(=O)C>CCOCC>[Br:23][CH2:3][C:4](=[O:22])[C@@H:5]([NH:14][C:15](=[O:21])[O:16][C:17]([CH3:20])([CH3:19])[CH3:18])[CH2:6][CH2:7][C:8]1[CH:13]=[CH:12][CH:11]=[CH:10][CH:9]=1 |f:1.2|. Procedure details: A solution comprised of tert-butyl(S)-3-diazo-2-oxo-1-phenethylpropylcarbamate (7.09 g, 23.4 mmol) in ether (100 mL) was cooled to −10° C. and a solution comprised of hydrogen bromide/acetic acid (4.66 mL, 30% by weight) in ether (30 mL) was added dropwise. The mixture was stirred for 30 minutes and then ether (200 mL) was added. The mixture was washed with brine (50 mL), saturated aqueous sodium bicarbonate (150 mL), brine (50 mL), dried (MgSO4), filtered, and concentrated. Product was crystall...